Dataset: the Open Reaction Database (ORD), a public repository of structured organic reaction records. Task: describe an organic reaction: reactants, conditions, products, and yield The solvent is C1CCOC1 (THF). Reaction SMILES: [CH2:1]([O:8][C:9]([NH:11][CH2:12][CH2:13][C:14]([OH:16])=O)=[O:10])[C:2]1[CH:7]=[CH:6][CH:5]=[CH:4][CH:3]=1.[NH:17]1[CH2:22][CH2:21][NH:20][CH2:19][CH2:18]1>C1COCC1>[NH:17]1[CH2:22][CH2:21][N:20]([C:14]([CH2:13][CH2:12][NH:11][C:9](=[O:10])[O:8][CH2:1][C:2]2[CH:3]=[CH:4][CH:5]=[CH:6][CH:7]=2)=[O:16])[CH2:19][CH2:18]1. Procedure: 2.23 g of N-benzyloxycarbonyl-β-alanine was coupled with 2.58 g of piperazine. The evaporation residue was suspended in THF, the undissolved material was filtered off and the filtrate was evaporated. Chromatography of the residue on silica gel RP 18 using water/methanol (2-5%) gave 2.51 g of benzyl [2-(4-piperazinylcarbonyl)ethyl]carbamate, MS: 291 (M+). Yield: 86.2%. Yields the product N1CCN(CC1)C(=O)CCNC(OCC1=CC=CC=C1)=O (benzyl [2-(4-piperazinylcarbonyl)ethyl]carbamate). The reactants are C(C1=CC=CC=C1)OC(=O)NCCC(=O)O (N-benzyloxycarbonyl-β-alanine), N1CCNCC1 (piperazine). Reactants: N1[C@H](C(=O)O)CCC1 (L-proline), N[C@H](C)C(=O)N1[C@@H](C(=O)O)CCC1 (D-alanyl-D-proline). Yields the product N[C@@H](C)C(=O)N1[C@@H](C(=O)O)CCC1 (L-alanyl-D-proline). Reaction SMILES: N1CCC[C@H]1C(O)=O.[NH2:9][C@@H:10]([C:12]([N:14]1[CH2:21][CH2:20][CH2:19][C@@H:15]1[C:16]([OH:18])=[O:17])=[O:13])[CH3:11]>>[NH2:9][C@H:10]([C:12]([N:14]1[CH2:21][CH2:20][CH2:19][C@@H:15]1[C:16]([OH:18])=[O:17])=[O:13])[CH3:11]. Reported procedure: By substituting D-proline for L-proline in the above example, a 70% diastereomeric excess mixture of D-alanyl-D-proline and L-alanyl-D-proline was obtained. The reactants are ClC1=CC=C(C=C1)O (4-chlorophenol), C(C)(=O)OC(C)=O (acetic anhydride). Yields the product C(C)(=O)OC1=CC=C(C=C1)Cl (4-Chlorophenyl acetate). As a reaction SMILES: [Cl:1][C:2]1[CH:7]=[CH:6][C:5]([OH:8])=[CH:4][CH:3]=1.[C:9](OC(=O)C)(=[O:11])[CH3:10]>>[C:9]([O:8][C:5]1[CH:6]=[CH:7][C:2]([Cl:1])=[CH:3][CH:4]=1)(=[O:11])[CH3:10]. Procedure details: 4-Chlorophenyl acetate is prepared by acylation of 4-chlorophenol with acetic anhydride using Schotten Baumann conditions. The reactants are [H-].[Na+] (NaH), C1(CC1)CN1CCC(CC1)O (1-cyclopropylmethyl-piperidin-4-ol), ClC1=NC(=CC=C1)Cl (2,6-dichloropyridine). The solvent is CN(C)C=O (DMF). Reaction conditions: time 20 minute. Yields the product ClC1=NC(=CC=C1)OC1CCN(CC1)CC1CC1 (2-Chloro-6-(1-cyclopropylmethyl-piperidin-4-yloxy)-pyridine). Isolated yield 61.0%. Reaction SMILES: [H-].[Na+].[CH:3]1([CH2:6][N:7]2[CH2:12][CH2:11][CH:10]([OH:13])[CH2:9][CH2:8]2)[CH2:5][CH2:4]1.[Cl:14][C:15]1[CH:20]=[CH:19][CH:18]=[C:17](Cl)[N:16]=1>CN(C=O)C>[Cl:14][C:15]1[CH:20]=[CH:19][CH:18]=[C:17]([O:13][CH:10]2[CH2:11][CH2:12][N:7]([CH2:6][CH:3]3[CH2:4][CH2:5]3)[CH2:8][CH2:9]2)[N:16]=1 |f:0.1|. Reported procedure: Add NaH (60% dispersion in oil, 130 mg, 3.25 mmol) to a solution of 1-cyclopropylmethyl-piperidin-4-ol (preparation 11, 458 mg, 2.95 mmol) in DMF (8 mL) and stir for 20 min. Then add 2,6-dichloropyridine to the mixture and heat at 120° C. overnight. Quench the reaction with saturated NaHCO3, extract with methylene dichloride three times. Combine the organic layers, wash with saturated NaCl solution, dry over Na2SO4, filter and concentrate to give a residue. Chromatography (silica gel) eluting wi... The reactants are O=C([O-])O, COc1ccccc1O, CO, ClC(Cl)Cl, COc1cc2nccc(Cl)c2cc1OC, [Na+]. Product: COc1cc2nccc(Oc3ccccc3OC)c2cc1OC. Reaction SMILES: [C:25](=[O:26])([O-:27])[OH:28].[CH3:16][O:17][c:18]1[cH:19][cH:20][cH:21][cH:22][c:23]1[OH:24].[CH3:30][OH:31].[CH:32]([Cl:33])([Cl:34])[Cl:35].[Cl:1][c:2]1[cH:3][cH:4][n:5][c:6]2[cH:7][c:8]([O:14][CH3:15])[c:9]([O:12][CH3:13])[cH:10][c:11]12.[Na+:29]>>[c:2]1([O:24][c:23]2[c:18]([O:17][CH3:16])[cH:19][cH:20][cH:21][cH:22]2)[cH:3][cH:4][n:5][c:6]2[cH:7][c:8]([O:14][CH3:15])[c:9]([O:12][CH3:13])[cH:10][c:11]12.